Dataset: the Open Reaction Database (ORD), a public repository of structured organic reaction records. Task: describe an organic reaction: reactants, conditions, products, and yield Starting materials: C1(CCCC1)CO (cyclopentanmethanol), [H-].[Na+] (sodium hydride), C1(CCCC1)CO (cyclopentanemethanol), NC1=NC=C(N=C1Br)Br (2-amino-3,5-dibromopyrazine). Run in CS(=O)C (DMSO). Conditions: time 45 minute. Product: BrC=1N=C(C(=NC1)N)OCC1CCCC1 (5-Bromo-3-cyclopentylmethoxy-pyrazin-2-ylamine). Isolated yield 70.6%. As a reaction SMILES: [CH:1]1([CH2:6][OH:7])[CH2:5][CH2:4][CH2:3][CH2:2]1.[H-].[Na+].[NH2:10][C:11]1[C:16](Br)=[N:15][C:14]([Br:18])=[CH:13][N:12]=1>CS(C)=O>[Br:18][C:14]1[N:15]=[C:16]([O:7][CH2:6][CH:1]2[CH2:5][CH2:4][CH2:3][CH2:2]2)[C:11]([NH2:10])=[N:12][CH:13]=1 |f:1.2|. Reported procedure: To a solution of 4.24 g (0.042 mol) cyclopentanmethanol in 40 mL DMSO was added 1.74 g sodium hydride 55% in oil and the mixture was stirred at room temperature for 45 min. To the resulting solution was added 5.06 g (0.020 mol) 2-amino-3,5-dibromopyrazine and the mixture was stirred at room temperature for 20 h. To the resulting solution was added 1.0 g (0.011 mol) cyclopentanemethanol and the mixture was stirred at room temperature for 20 h. The reaction mixture was partitioned between water an... Solvent: CS(=O)C (dimethyl sulphoxide). Procedure: 3 g (10 mmol) of the product from Example A in 35 ml of dimethyl sulphoxide are heated at 140° with 1.2 g (10 mmol) of 2,6-dimethylmorpholine and 2.2 g (20 mmol) of diazabicyclo[2.2.2]octane for 5 hours. The mixture is concentrated under high vacuum, stirred with 30 ml of water, the pH is adjusted to 6 with 2N hydrochloric acid, and the precipitate is filtered off with suction and recrystallized from glycol monomethyl ether. 1.6 g (41% of theory) of 6-chloro-1-cyclopropyl-8-fluoro-1,4-dihydro-7-... Yield: 40.5%. Starting materials: ClC=1C=C2C(C(=CN(C2=C(C1F)F)C1CC1)C(=O)O)=O (6-chloro-1-cyclopropyl-7,8-difluoro-1,4-dihydro-4-oxo-3-quinolinecarboxylic acid), CC1CNCC(O1)C (2,6-dimethylmorpholine), N12NCC(CC1)CC2 (diazabicyclo[2.2.2]octane). As a reaction SMILES: [Cl:1][C:2]1[CH:3]=[C:4]2[C:9](=[C:10]([F:13])[C:11]=1F)[N:8]([CH:14]1[CH2:16][CH2:15]1)[CH:7]=[C:6]([C:17]([OH:19])=[O:18])[C:5]2=[O:20].[CH3:21][CH:22]1[O:27][CH:26]([CH3:28])[CH2:25][NH:24][CH2:23]1.N12CCC(CC1)CN2>CS(C)=O>[Cl:1][C:2]1[CH:3]=[C:4]2[C:9](=[C:10]([F:13])[C:11]=1[N:24]1[CH2:23][CH:22]([CH3:21])[O:27][CH:26]([CH3:28])[CH2:25]1)[N:8]([CH:14]1[CH2:16][CH2:15]1)[CH:7]=[C:6]([C:17]([OH:19])=[O:18])[C:5]2=[O:20]. Yields the product ClC=1C=C2C(C(=CN(C2=C(C1N1CC(OC(C1)C)C)F)C1CC1)C(=O)O)=O (6-chloro-1-cyclopropyl-8-fluoro-1,4-dihydro-7-(2,6-dimethyl-4-morpholinyl)-4-oxo-3-quinolinecarboxylic acid). The reactants are O=C1NC(=O)c2ccccc21, CN(C)C=O, Cc1ccc(S(=O)(=O)OCCC2CCN(c3ccc([N+](=O)[O-])cc3F)CC2)cc1, [K], O. The product is O=C1c2ccccc2C(=O)N1CCC1CCN(c2ccc([N+](=O)[O-])cc2F)CC1. As a reaction SMILES: [C:1]1(=[O:11])[c:2]2[c:3]([cH:7][cH:8][cH:9][cH:10]2)[C:4](=[O:6])[NH:5]1.[CH3:43][N:44]([CH3:45])[CH:46]=[O:47].[F:13][c:14]1[c:15]([N:23]2[CH2:24][CH2:25][CH:26]([CH2:29][CH2:30][O:31][S:32]([c:33]3[cH:34][cH:35][c:36]([CH3:37])[cH:38][cH:39]3)(=[O:40])=[O:41])[CH2:27][CH2:28]2)[cH:16][cH:17][c:18]([N+:20](=[O:21])[O-:22])[cH:19]1.[K:12].[OH2:42]>>[C:1]1(=[O:11])[c:2]2[c:3]([cH:7][cH:8][cH:9][cH:10]2)[C:4](=[O:6])[N:5]1[CH2:30][CH2:29][CH:26]1[CH2:25][CH2:24][N:23]([c:15]2[c:14]([F:13])[cH:19][c:18]([N+:20](=[O:21])[O-:22])[cH:17][cH:16]2)[CH2:28][CH2:27]1.